From a dataset of the Open Reaction Database (ORD), a public repository of structured organic reaction records. describe an organic reaction: reactants, conditions, products, and yield Reactants: CCO, CCOC(=O)CCCCCN(CC)c1ccc(C(F)(F)F)cc1CN(Cc1cc(C(F)(F)F)cc(C(F)(F)F)c1)c1ncc(OCCOC)cn1, [Na+], C1CCOC1, [OH-], O=C(O)CC(O)(CC(=O)O)C(=O)O. Yields the product CCN(CCCCCC(=O)O)c1ccc(C(F)(F)F)cc1CN(Cc1cc(C(F)(F)F)cc(C(F)(F)F)c1)c1ncc(OCCOC)cn1. Reaction SMILES: [CH3:67][CH2:68][OH:69].[F:1][C:2]([c:3]1[cH:4][c:5]([CH2:6][N:7]([c:8]2[n:9][cH:10][c:11]([O:14][CH2:15][CH2:16][O:17][CH3:18])[cH:12][n:13]2)[CH2:19][c:20]2[c:21]([N:30]([CH2:31][CH2:32][CH2:33][CH2:34][CH2:35][C:36](=[O:37])[O:38][CH2:39][CH3:40])[CH2:41][CH3:42])[cH:22][cH:23][c:24]([C:26]([F:27])([F:28])[F:29])[cH:25]2)[cH:43][c:44]([C:46]([F:47])([F:48])[F:49])[cH:45]1)([F:50])[F:51].[Na+:53].[O:70]1[CH2:71][CH2:72][CH2:73][CH2:74]1.[OH-:52].[OH:54][C:55]([CH2:56][C:57]([C:58](=[O:59])[OH:60])([CH2:61][C:62](=[O:63])[OH:64])[OH:65])=[O:66]>>[F:1][C:2]([c:3]1[cH:4][c:5]([CH2:6][N:7]([c:8]2[n:9][cH:10][c:11]([O:14][CH2:15][CH2:16][O:17][CH3:18])[cH:12][n:13]2)[CH2:19][c:20]2[c:21]([N:30]([CH2:31][CH2:32][CH2:33][CH2:34][CH2:35][C:36](=[O:37])[OH:38])[CH2:41][CH3:42])[cH:22][cH:23][c:24]([C:26]([F:27])([F:28])[F:29])[cH:25]2)[cH:43][c:44]([C:46]([F:47])([F:48])[F:49])[cH:45]1)([F:50])[F:51].